From a dataset of the Open Reaction Database (ORD), a public repository of structured organic reaction records. describe an organic reaction: reactants, conditions, products, and yield Starting materials: CC(=O)C1=CC(=C(C(=C1)Br)O)Br (3,5-dibromo-4-hydroxyacetophenone), K2CO2, BrCCCBr (1,3-dibromopropane). The solvent is C(C)#N (acetonitrile). Product: BrCCCOC1=C(C=C(C=C1Br)C(C)=O)Br (1-[4-(3-bromopropoxy)-3,5-dibromophenyl]ethanone). RXN SMILES: [CH3:1][C:2]([C:4]1[CH:9]=[C:8]([Br:10])[C:7]([OH:11])=[C:6]([Br:12])[CH:5]=1)=[O:3].[Br:13][CH2:14][CH2:15][CH2:16]Br>C(#N)C>[Br:13][CH2:14][CH2:15][CH2:16][O:11][C:7]1[C:6]([Br:12])=[CH:5][C:4]([C:2](=[O:3])[CH3:1])=[CH:9][C:8]=1[Br:10]. Reported procedure: A stirred mixture of 3,5-dibromo-4-hydroxyacetophenone (3.0 g, 10.1 mmol), K2CO2 (2.9 g, 20.3mmol), 1,3-dibromopropane (4.0 g, 19.8 mmol) in acetonitrile (100 ml) was heated at reflux for 5 hours. The solvent was removed. The crude product was extracted into dichloromethane (150 ml) and the insoluble inorganics were filtered off. The solution was concentrated to dryness again. Purification was carried out by flash chromatography on silica gel (45 g, SiO2; eluted with 1:1 hexane:dichloromethane)....